From a dataset of the Open Reaction Database (ORD), a public repository of structured organic reaction records. describe an organic reaction: reactants, conditions, products, and yield The reactants are [N+](=O)([O-])C1=CC=2C(C3=CC=C(C=C3OC2C=C1)C1=NN=NN1)=O (2-Nitro-6-(5-tetrazolyl)xanthone), [H][H] (hydrogen). The reagents and catalysts are [Pd] (palladium on carbon). Run in C([O-])(O)=O.[Na+] (sodium bicarbonate), O (water). Reaction conditions: time 4 hour. Yields the product NC1=CC=2C(C3=CC=C(C=C3OC2C=C1)C1=NN=NN1)=O (2-Amino-6-(5-tetrazolyl)xanthone). Reaction SMILES: [N+:1]([C:4]1[CH:17]=[CH:16][C:15]2[O:14][C:13]3[C:8](=[CH:9][CH:10]=[C:11]([C:18]4[NH:22][N:21]=[N:20][N:19]=4)[CH:12]=3)[C:7](=[O:23])[C:6]=2[CH:5]=1)([O-])=O.[H][H]>C(=O)(O)[O-].[Na+].O.[Pd]>[NH2:1][C:4]1[CH:17]=[CH:16][C:15]2[O:14][C:13]3[C:8](=[CH:9][CH:10]=[C:11]([C:18]4[NH:22][N:21]=[N:20][N:19]=4)[CH:12]=3)[C:7](=[O:23])[C:6]=2[CH:5]=1 |f:2.3|. Reported procedure: The nitroxanthone from step (B) (1.55 g) was dissolved in a solution of sodium bicarbonate (0.42 g) in water (150 ml) with warming. To the solution was added 10% palladium on carbon catalyst and the solution hydrogenated at room temperature and atmospheric pressure for 4 hr, during which time hydrogen uptake was measured as 440 ml. The solution was filtered and the filtrate acidified with twice-normal hydrochloric acid solution. The amino-compound was filtered from the warmed mixture, washed wel... RXN SMILES: [C:28]([O:29][O:30][C:31](=[O:32])[c:33]1[cH:34][cH:35][cH:36][cH:37][cH:38]1)(=[O:39])[c:40]1[cH:41][cH:42][cH:43][cH:44][cH:45]1.[Cl:46][C:47]([Cl:48])([Cl:49])[Cl:50].[F:1][c:2]1[cH:3][c:4]([CH3:19])[c:5]([C:8]([CH2:9][C:10]2([C:13]([F:14])([F:15])[F:16])[O:11][CH2:12]2)([CH3:17])[CH3:18])[cH:6][cH:7]1.[O:20]=[C:21]1[N:22]([Br:27])[C:23](=[O:24])[CH2:25][CH2:26]1>>[F:1][c:2]1[cH:3][c:4]([CH2:19][Br:27])[c:5]([C:8]([CH2:9][C:10]2([C:13]([F:14])([F:15])[F:16])[O:11][CH2:12]2)([CH3:17])[CH3:18])[cH:6][cH:7]1. Starting materials: O=C(OOC(=O)c1ccccc1)c1ccccc1, ClC(Cl)(Cl)Cl, Cc1cc(F)ccc1C(C)(C)CC1(C(F)(F)F)CO1, O=C1CCC(=O)N1Br. Yields the product CC(C)(CC1(C(F)(F)F)CO1)c1ccc(F)cc1CBr.